From a dataset of the Open Reaction Database (ORD), a public repository of structured organic reaction records. describe an organic reaction: reactants, conditions, products, and yield Reactants: CC(=O)c1nn(-c2ccc(Cl)cc2)c(=O)c(Br)c1C, CN(C)C=O, Sc1ccc(Cl)cc1, [Na+], [OH-], O. Product: CC(=O)c1nn(-c2ccc(Cl)cc2)c(=O)c(Sc2ccc(Cl)cc2)c1C. As a reaction SMILES: [C:11]([CH3:12])(=[O:13])[c:14]1[c:15]([CH3:29])[c:16]([Br:28])[c:17](=[O:27])[n:18](-[c:20]2[cH:21][cH:22][c:23]([Cl:26])[cH:24][cH:25]2)[n:19]1.[CH3:31][N:32]([CH3:33])[CH:34]=[O:35].[Cl:3][c:4]1[cH:5][cH:6][c:7]([SH:10])[cH:8][cH:9]1.[Na+:2].[OH-:1].[OH2:30]>>[Cl:3][c:4]1[cH:5][cH:6][c:7]([S:10][c:16]2[c:15]([CH3:29])[c:14]([C:11]([CH3:12])=[O:13])[n:19][n:18](-[c:20]3[cH:21][cH:22][c:23]([Cl:26])[cH:24][cH:25]3)[c:17]2=[O:27])[cH:8][cH:9]1. Starting materials: 78-g, C(C=C)NCC=C (diallylamine), C(=O)=O.CC(=O)C (dry-ice acetone), BrCC(=O)Br (bromoacetylbromide). The solvent is C(Cl)Cl (methylene dichloride). Run at temperature 25 celsius. Product: C(C=C)N(C(CBr)=O)CC=C (N,N-diallyl-α-bromoacetamide). As a reaction SMILES: [CH2:1]([NH:4][CH2:5][CH:6]=[CH2:7])[CH:2]=[CH2:3].C(=O)=O.CC(C)=O.[Br:15][CH2:16][C:17](Br)=[O:18]>C(Cl)Cl>[CH2:1]([N:4]([CH2:5][CH:6]=[CH2:7])[C:17](=[O:18])[CH2:16][Br:15])[CH:2]=[CH2:3] |f:1.2|. Procedure: A 78-g (0.8 mol) sample of diallylamine was added dropwise to a stirred and cooled (dry-ice/acetone bath) solution of 80 g (0.4 mol) bromoacetylbromide in 200 ml methylene dichloride. The reaction mixture was allowed to warm to about 25° C. and stirred overnight. The reaction mixture was then washed with water, aqueous sodium bicarbonate, again with water, dried over magnesium sulfate and evaporated under reduced pressure to give 38 g N,N-diallyl-α-bromoacetamide. The reactants are C1(CCC(N1)=O)=O (succinimide), BrN1C(CCC1=O)=O (N-bromosuccinimide), N(=NC(C#N)(C)C)C(C#N)(C)C (azobisisobutyronitrile), COC(C1=C(C=C(C=C1)[N+](=O)[O-])C)=O (2-Methyl-4-nitro-benzoic acid methyl ester). Solvent: C(Cl)(Cl)(Cl)Cl (carbon tetrachloride). Yields the product COC(C1=C(C=C(C=C1)[N+](=O)[O-])CBr)=O (2-Bromomethyl-4-nitro-benzoic acid methyl ester). As a reaction SMILES: [CH3:1][O:2][C:3](=[O:14])[C:4]1[CH:9]=[CH:8][C:7]([N+:10]([O-:12])=[O:11])=[CH:6][C:5]=1[CH3:13].[Br:15]N1C(=O)CCC1=O.N(C(C)(C)C#N)=NC(C)(C)C#N.C1(=O)NC(=O)CC1>C(Cl)(Cl)(Cl)Cl>[CH3:1][O:2][C:3](=[O:14])[C:4]1[CH:9]=[CH:8][C:7]([N+:10]([O-:12])=[O:11])=[CH:6][C:5]=1[CH2:13][Br:15]. Procedure: In accordance with general method T, 4.70 g (24.00 mmol) of (1) are dissolved in 30 ml of carbon tetrachloride, with heating, and 5.00 g (28.00 mmol) of N-bromosuccinimide and 2 spatula tips of azobisisobutyronitrile are then added. The mixture is refluxed for 6 h with irradiation with a 500 W spotlight. On cooling to room temperature, succinimide separates out, and is filtered off. The filtrate is evaporated on a rotary evaporator in order to obtain the product as a yellow oil. Yield: 5.85 g (8... Starting materials: C12(CC3CC(CC(C1)C3)C2)C=2C=C(C(=O)O)C=CC2OC (3-(1-adamantyl)-4-methoxybenzoic acid), OC1=CC=C(C=C1)S(=O)(=O)N (4-hydroxybenzenesulfonamide), C1CCOC1 (THF), C1(CCCCC1)N=C=NC1CCCCC1 (1,3-dicyclohexylcarbodiimide), 1.22. Reagents/catalysts: CN(C1=CC=NC=C1)C (4-dimethylaminopyridine). Solvent: O (water). Conditions: time 4 hour. Yields the product C12(CC3CC(CC(C1)C3)C2)C=2C=C(C(=O)OC3=CC=C(C=C3)S(=O)(=O)N)C=CC2OC (4-[3-(1-adamantyl)-4-methoxybenzoyloxy]benzenesulfonamide). The yield is 45.3%. RXN SMILES: [C:1]12([C:11]3[CH:12]=[C:13]([CH:17]=[CH:18][C:19]=3[O:20][CH3:21])[C:14]([OH:16])=[O:15])[CH2:10][CH:5]3[CH2:6][CH:7]([CH2:9][CH:3]([CH2:4]3)[CH2:2]1)[CH2:8]2.O[C:23]1[CH:28]=[CH:27][C:26]([S:29]([NH2:32])(=[O:31])=[O:30])=[CH:25][CH:24]=1.C1COCC1.C1(N=C=NC2CCCCC2)CCCCC1>CN(C)C1C=CN=CC=1.O>[C:1]12([C:11]3[CH:12]=[C:13]([CH:17]=[CH:18][C:19]=3[O:20][CH3:21])[C:14]([O:16][C:23]3[CH:28]=[CH:27][C:26]([S:29]([NH2:32])(=[O:31])=[O:30])=[CH:25][CH:24]=3)=[O:15])[CH2:2][CH:3]3[CH2:9][CH:7]([CH2:6][CH:5]([CH2:4]3)[CH2:10]1)[CH2:8]2. Procedure details: Into a round bottom flask, there are introduced 2.86 g (10 mmoles) of 3-(1-adamantyl)-4-methoxybenzoic acid, 1.73 g (10 mmoles) of 4-hydroxybenzenesulfonamide and 50 ml of THF. There are added, successively, 2.1 g (10 mmoles) of 1,3-dicyclohexylcarbodiimide and then 1.22 (10 mmoles) of 4-dimethylaminopyridine. The medium is stirred at ambient temperature for 4 hours. The reaction medium is poured into water and extracted with ethyl ether. The organic phase is decanted, washed with water, dried o... The yield is 32.8%. RXN SMILES: [CH3:1][O:2][C:3](=[O:13])[CH:4]([C:6]1[CH:11]=[CH:10][CH:9]=[C:8](Br)[N:7]=1)[OH:5].[CH3:14][O:15][C:16]1[CH:21]=[CH:20][CH:19]=[CH:18][C:17]=1[C:22]1[C:30]2[C:25](=[N:26][CH:27]=[C:28](B3OC(C)(C)C(C)(C)O3)[CH:29]=2)[N:24]([S:40]([C:43]2[CH:48]=[CH:47][C:46]([CH3:49])=[CH:45][CH:44]=2)(=[O:42])=[O:41])[CH:23]=1.O>O1CCCC1.C(#N)C>[CH3:1][O:2][C:3](=[O:13])[CH:4]([OH:5])[C:6]1[CH:11]=[CH:10][CH:9]=[C:8]([C:28]2[CH:29]=[C:30]3[C:22]([C:17]4[CH:18]=[CH:19][CH:20]=[CH:21][C:16]=4[O:15][CH3:14])=[CH:23][N:24]([S:40]([C:43]4[CH:44]=[CH:45][C:46]([CH3:49])=[CH:47][CH:48]=4)(=[O:42])=[O:41])[C:25]3=[N:26][CH:27]=2)[N:7]=1 |f:3.4|. The reactants are O (water), COC(C(O)C1=NC(=CC=C1)Br)=O ((6-bromo-pyridin-2-yl)-hydroxy-acetic acid methyl ester), COC1=C(C=CC=C1)C1=CN(C2=NC=C(C=C21)B2OC(C(O2)(C)C)(C)C)S(=O)(=O)C2=CC=C(C=C2)C (3-(2-methoxy-phenyl)-5-(4,4,5,5-tetramethyl-[1,3,2]dioxaborolan-2-yl)-1-(toluene-4-sulfonyl)-1H-pyrrolo[2,3-b]pyridine), 1,1′-bis(diphenylphosphino)ferrocenepalladium(II)-dichloride dichloromethane. Conditions: temperature 80 celsius. Reported procedure: In a microwave vial (6-bromo-pyridin-2-yl)-hydroxy-acetic acid methyl ester (430.9 mg, 1.75 mmol), 3-(2-methoxy-phenyl)-5-(4,4,5,5-tetramethyl-[1,3,2]dioxaborolan-2-yl)-1-(toluene-4-sulfonyl)-1H-pyrrolo[2,3-b]pyridine (1.00 g, 1.75 mmol) in tetrahydrofuran/acetonitrile/1 N aqueous sodium bicarbonate (20 ml) was degassed with nitrogen and 1,1′-bis(diphenylphosphino)ferrocenepalladium(II)-dichloride dichloromethane adduct (143.0 mg, 0.18 mmol) was added and the vial sealed. This reaction mixture w... The solvent is O1CCCC1.C(C)#N (tetrahydrofuran acetonitrile). Yields the product COC(C(C1=NC(=CC=C1)C=1C=C2C(=NC1)N(C=C2C2=C(C=CC=C2)OC)S(=O)(=O)C2=CC=C(C=C2)C)O)=O (hydroxy-{6-[3-(2-methoxy-phenyl)-1-(toluene-4-sulfonyl)-1H-pyrrolo[2,3-b]pyridin-5-yl]-pyridin-2-yl}-acetic acid methyl ester). Starting materials: C(CC)(=O)C=1C(CC(CC1O)C1=CC=C(C=C1)OCC1=CC=CC=C1)=O (2-propionyl-3-hydroxy-5-(4-benzyloxyphenyl)cyclohex-2-en-1-one), C1=CCCCC1 (cyclohexene), CO (MeOH), C(Cl)(Cl)Cl (CHCl3), product, enol. Reported procedure: A solution of 21 g (0.060 mol) of 2-propionyl-3-hydroxy-5-(4-benzyloxyphenyl)cyclohex-2-en-1-one in 250 mL of ethyl acetate and 250 mL of absolute ethanol was treated with 12 mL (0.12 mol) of cyclohexene and 0.7 g of 20 percent palladium hydroxide on carbon (Pearlman's catalyst) and the mixture was heated at reflux for 5 hours. The reaction mixture was cooled slightly and filtered through diatomaceous earth. Evaporation of the filtrate from the mixture gave a crude solid residue. Recrystallizati... Yields the product C(CC)(=O)C=1C(CC(CC1O)C1=CC=C(C=C1)O)=O (2-Propionyl-3-hydroxy-5-(4-hydroxyphenyl)cyclohex-2-en-1-one). Run in C(C)(=O)OCC (ethyl acetate), C(C)O (ethanol). Reaction SMILES: [C:1]([C:5]1[C:6](=[O:26])[CH2:7][CH:8]([C:12]2[CH:17]=[CH:16][C:15]([O:18]CC3C=CC=CC=3)=[CH:14][CH:13]=2)[CH2:9][C:10]=1[OH:11])(=[O:4])[CH2:2][CH3:3].C1CCCCC=1.CO.C(Cl)(Cl)Cl>C(OCC)(=O)C.C(O)C.[OH-].[OH-].[Pd+2]>[C:1]([C:5]1[C:6](=[O:26])[CH2:7][CH:8]([C:12]2[CH:13]=[CH:14][C:15]([OH:18])=[CH:16][CH:17]=2)[CH2:9][C:10]=1[OH:11])(=[O:4])[CH2:2][CH3:3] |f:6.7.8|. The reagents and catalysts are [OH-].[OH-].[Pd+2] (palladium hydroxide on carbon). Reactants: CO, COC(=O)c1cccc2c1C=CCO2, [Na+], [OH-], O. Product: O=C(O)c1cccc2c1C=CCO2. RXN SMILES: [CH3:17][OH:18].[CH3:3][O:4][C:5](=[O:6])[c:7]1[c:8]2[c:13]([cH:14][cH:15][cH:16]1)[O:12][CH2:11][CH:10]=[CH:9]2.[Na+:2].[OH-:1].[OH2:19]>>[O:4]=[C:5]([OH:6])[c:7]1[c:8]2[c:13]([cH:14][cH:15][cH:16]1)[O:12][CH2:11][CH:10]=[CH:9]2.